Dataset: the Open Reaction Database (ORD), a public repository of structured organic reaction records. Task: describe an organic reaction: reactants, conditions, products, and yield Starting materials: ClC1=CC=C(C=C1)C(CC1=NNC=N1)(O)C1(CC1)SCC (1-(4-chlorophenyl)-1-[1-(ethylthio)-1-cyclopropyl]-2-(1,2,4-triazol-yl)-1-ethanol), ClC1=CC(=CC=C1)C(=O)OO (m-chloroperbenzoic acid). The solvent is C(Cl)Cl (methylene chloride). Reaction SMILES: [Cl:1][C:2]1[CH:7]=[CH:6][C:5]([C:8]([C:16]2([S:19][CH2:20][CH3:21])[CH2:18][CH2:17]2)([OH:15])[CH2:9][C:10]2[N:14]=[CH:13][NH:12][N:11]=2)=[CH:4][CH:3]=1.ClC1C=CC=C(C(OO)=[O:30])C=1>C(Cl)Cl>[Cl:1][C:2]1[CH:7]=[CH:6][C:5]([C:8]([C:16]2([S:19]([CH2:20][CH3:21])=[O:30])[CH2:17][CH2:18]2)([OH:15])[CH2:9][C:10]2[N:14]=[CH:13][NH:12][N:11]=2)=[CH:4][CH:3]=1. The product is ClC1=CC=C(C=C1)C(CC1=NNC=N1)(O)C1(CC1)S(=O)CC (1-(4-chlorophenyl)-1-[1-(ethylsulphinyl)-1-cyclopropyl]-2-(1,2,4-triazol-yl)-1-ethanol). Isolated yield 57.0%. Procedure details: 5 g (0.0155 mol) of 1-(4-chlorophenyl)-1-[1-(ethylthio)-1-cyclopropyl]-2-(1,2,4-triazol-yl)-1-ethanol (see Example 1) are stirred with 3.3 g of m-chloroperbenzoic acid (80-90% strength) in 40 ml of methylene chloride overnight at room temperature and then for one hour under reflux. Thereafter, the mixture is washed with twice 20 ml of 5% strength aqueous sodium hydroxide solution and twice with water. The organic phase is dried over sodium sulphate and evaporated down in vacuo. The residue is re... Product: COC1=CC=C(C=C1)N(C1=NC(=NC2=CC=C(C=C12)C)NCCO)C (2-{4-[(4-Methoxy-phenyl)-methyl-amino]-6-methyl-quinazolin-2-ylamino}-ethanol). As a reaction SMILES: Cl[C:2]1[N:11]=[C:10]([N:12]([C:14]2[CH:19]=[CH:18][C:17]([O:20][CH3:21])=[CH:16][CH:15]=2)[CH3:13])[C:9]2[C:4](=[CH:5][CH:6]=[C:7]([CH3:22])[CH:8]=2)[N:3]=1.[CH2:23]([CH2:25][NH2:26])[OH:24]>>[CH3:21][O:20][C:17]1[CH:18]=[CH:19][C:14]([N:12]([CH3:13])[C:10]2[C:9]3[C:4](=[CH:5][CH:6]=[C:7]([CH3:22])[CH:8]=3)[N:3]=[C:2]([NH:26][CH2:25][CH2:23][OH:24])[N:11]=2)=[CH:15][CH:16]=1. Isolated yield 35.0%. The reactants are ClC1=NC2=CC=C(C=C2C(=N1)N(C)C1=CC=C(C=C1)OC)C ((2-chloro-6-methyl-quinazolin-4-yl)-(4-methoxyphenyl)-methyl-amine), C(O)CN (ethanolamine). Procedure details: A solution of (2-chloro-6-methyl-quinazolin-4-yl)-(4-methoxyphenyl)-methyl-amine (50.3 mg, 0.16 mmol) in ethanolamine (1.5 mL) was heated to 140° C. in the microwave for 20 min. The reaction was then concentrated onto SiO2 and purified by gradient MPLC (SiO2, 0-100%, EtOAc/hexanes, 20 min). 19.1 mg (35%) of the title compound was isolated: 1H NMR (DMSO-d6) δ 7.33 (d, 1 H), 7.21 (dd, 1 H), 7.04-7.10 (m, 2H), 6.86-6.92 (m, 2H), 6.57-6.62 (m, 1H), 5.44 (br s, 1H), 3.82-3.94 (m, 2H), 3.83 (s, 3H), 3... Starting materials: [AlH]1OCCCC1 (alumoxane), COC(C(=O)O)OCCOCC (Methoxy(ethoxyethoxy)acetic acid), COC(C(=O)[O-])OCC.[AlH]1OCCCC1 (methoxy(ethoxy)acetate alumoxane), boehmite. Solvent: O (water). Conditions: time 2 hour. The product is COC(C(=O)[O-])OCCOCC.[AlH]1OCCCC1 (methoxy(ethoxyethoxy)acetate alumoxane). RXN SMILES: [CH3:1][O:2][CH:3]([O:7][CH2:8][CH2:9][O:10][CH2:11][CH3:12])[C:4]([OH:6])=[O:5].COC(OCC)C([O-])=O.[AlH:22]1[CH2:27][CH2:26][CH2:25][CH2:24][O:23]1.[AlH]1CCCCO1>O>[CH3:1][O:2][CH:3]([O:7][CH2:8][CH2:9][O:10][CH2:11][CH3:12])[C:4]([O-:6])=[O:5].[AlH:22]1[CH2:27][CH2:26][CH2:25][CH2:24][O:23]1 |f:1.2,5.6|. Procedure: Methoxy(ethoxyethoxy)acetic acid (60 mL) was dissolved in 300 mL of water and Vista Captal B boehmite (12 g) was slowly added and allowed to reflux for 96 hours. The clear/yellow solution was filtered and the filtrate was evaporated under reduced pressure to a yellow gel. The gel was dissolved in ethanol and the white/yellow powder product was obtained upon addition of diethyl ether. Yield: 13.6 g. The TGA of the methoxy(ethoxy)acetate-alumoxane showed 22.3% ceramic yield (weight loss of 77.7% )... Starting materials: C(CCCCCCCCCCCCC)(=O)O (myristic acid), C(=O)(C=1NC=CN1)C=1NC=CN1 (carbonyl diimidazole), CN(C)N (Unsym-dimethylhydrazine). Solvent: O1CCCC1 (tetrahydrofuran). Yields the product CN(NC(CCCCCCCCCCCCC)=O)C (Tetradecanoic acid 2,2-dimethylhydrazide). RXN SMILES: [C:1]([OH:16])(=O)[CH2:2][CH2:3][CH2:4][CH2:5][CH2:6][CH2:7][CH2:8][CH2:9][CH2:10][CH2:11][CH2:12][CH2:13][CH3:14].C(C1NC=CN=1)(C1NC=CN=1)=O.[CH3:29][N:30]([NH2:32])[CH3:31]>O1CCCC1>[CH3:29][N:30]([CH3:31])[NH:32][C:1](=[O:16])[CH2:2][CH2:3][CH2:4][CH2:5][CH2:6][CH2:7][CH2:8][CH2:9][CH2:10][CH2:11][CH2:12][CH2:13][CH3:14]. Reported procedure: 690 mg (3 meq) of myristic acid and 486 mg (3 meq) of carbonyl diimidazole are reacted in a minimum volume of tetrahydrofuran at room temperature for 1 hour. Unsym-dimethylhydrazine (0.23 ml, 3 meq) is added and reacted overnight at room temperature. The reaction mixture is evaporated under reduced pressure, dried in vacuo and purified on a silica gel column using CH2Cl2 :CH3OH (5:1). The fractions having R6 0.76 on TLC S.G. CH2Cl2 :CH3OH (5:1) chlorine-peptide spray are combined, evaporated und... The reactants are CC(C)(C)Sc1c(Br)cc([N+](=O)[O-])cc1C=O, CC(C)O, Cl, NO, O. Product: CC(C)(C)Sc1c(Br)cc([N+](=O)[O-])cc1C=NO. RXN SMILES: [Br:1][c:2]1[c:3]([S:13][C:14]([CH3:15])([CH3:16])[CH3:17])[c:4]([CH:5]=[O:6])[cH:7][c:8]([N+:10](=[O:11])[O-:12])[cH:9]1.[CH:21]([OH:22])([CH3:23])[CH3:24].[ClH:18].[NH2:19][OH:20].[OH2:25]>>[Br:1][c:2]1[c:3]([S:13][C:14]([CH3:15])([CH3:16])[CH3:17])[c:4]([CH:5]=[N:19][OH:20])[cH:7][c:8]([N+:10](=[O:11])[O-:12])[cH:9]1. Reactants: CC=1C(=C(C(C1)(C)[Si](C)(C)Cl)C)C ((tetramethylcyclopentadienyl)chloro-dimethylsilane), CC=1C(=C(C(C1)(C)[Si](C)(C)C1C=CC=CCCC1)C)C ((tetramethylcyclopentadienyl)(cylcoocta-2,4-dien-1-yl)dimethylsilane), [C-]1=CC=CCCCC1.[K+] (Potassium cyclooctadienide), CC=1C(=C(C(C1)(C)[Si](C)(C)C1C=CCCCC=C1)C)C ((tetramethylcyclopentadienyl)(cylcoocta-2,7-dien-1-yl)dimethylsilane). Solvent: C1CCOC1 (THF), C1CCOC1 (THF). Reaction conditions: temperature 25 celsius, time 16 hour. Yields the product CC=1C(=C(C(C1)(C)[Si](C)(C)C1=CC=CCCCC1)C)C ((tetramethylcyclopentadienyl)dimethylsilyl(cyclooctadiene)). RXN SMILES: [C-]1CCCCC=CC=1.[K+].CC1C(C)=C(C)C([Si](Cl)(C)C)(C)C=1.[CH3:23][C:24]1[C:25]([CH3:42])=[C:26]([CH3:41])[C:27]([Si:30]([CH:33]2[CH:40]=[CH:39][CH2:38][CH2:37][CH2:36][CH:35]=[CH:34]2)([CH3:32])[CH3:31])([CH3:29])[CH:28]=1.CC1C(C)=C(C)C([Si](C2CCCC=CC=C2)(C)C)(C)C=1>C1COCC1>[CH3:23][C:24]1[C:25]([CH3:42])=[C:26]([CH3:41])[C:27]([Si:30]([C:33]2[CH2:40][CH2:39][CH2:38][CH2:37][CH:36]=[CH:35][CH:34]=2)([CH3:32])[CH3:31])([CH3:29])[CH:28]=1 |f:0.1|. Reported procedure: Potassium cyclooctadienide (3.42 g, 23.4 mmols) dissolved in about 50 mL of THF was added to a solution of (tetramethylcyclopentadienyl)chloro-dimethylsilane (5.02 g, 23.4 mmols) in about 80 mL of THF at about 25° C. A precipitate formed and the reaction mixture was stirred for about 16 hours at about 25° C., after which time the reaction mixture was filtered and the solvents removed under reduced pressure. The residue was extracted with hexane and filtered. The solvents were again removed under... Starting materials: CCOCCn1c(CN2CCN(Cc3ccccc3)CC2)nc2ncccc21, CO, [H][H]. The product is CCOCCn1c(CN2CCNCC2)nc2ncccc21. As a reaction SMILES: [CH2:1]([CH3:2])[O:3][CH2:4][CH2:5][n:6]1[c:7]([CH2:15][N:16]2[CH2:17][CH2:18][N:19]([CH2:22][c:23]3[cH:24][cH:25][cH:26][cH:27][cH:28]3)[CH2:20][CH2:21]2)[n:8][c:9]2[n:10][cH:11][cH:12][cH:13][c:14]12.[CH3:31][OH:32].[H:29][H:30]>>[CH2:1]([CH3:2])[O:3][CH2:4][CH2:5][n:6]1[c:7]([CH2:15][N:16]2[CH2:17][CH2:18][NH:19][CH2:20][CH2:21]2)[n:8][c:9]2[n:10][cH:11][cH:12][cH:13][c:14]12. Starting materials: solid, Cl.Cl.O1C=CC(=C2C1=CC=C2)C2N(CCCC2)CC[C@@H]2CC[C@H](CC2)N (trans-4-[2-(4-benzofuran-4-yl-piperidin-1-yl)-ethyl]-cyclohexyl-amine dihydrochloride), Cl.Cl.O1C=CC(=C2C1=CC=C2)C2N(CCCC2)CC[C@@H]2CC[C@H](CC2)N (trans-4-[2-(4-benzofuran-4-yl-piperidin-1-yl)-ethyl]-cyclohexyl-amine dihydrochloride), COCCC(=O)O (3-methoxypropionic acid). Yields the product O1C=CC(=C2C1=CC=C2)C2N(CCCC2)CC[C@@H]2CC[C@H](CC2)NC(CCOC)=O (trans-N-{4-[2-(4-Benzofuran-4-yl-piperidin-1-yl)-ethyl]-cyclohexyl}-3-methoxy-propionamide). Procedure: The title compound, off-white solid (74 mg, 72%), MS (ISP) m/z=413.4 [(M+H)+], mp 154° C., was prepared in accordance with the general method of example 1 from trans-4-[2-(4-benzofuran-4-yl-piperidin-1-yl)-ethyl]-cyclohexyl-amine dihydrochloride (intermediate A) (100 mg, 0.25 mmol) and 3-methoxypropionic acid. Reaction SMILES: Cl.Cl.[O:3]1[C:8]2=[CH:9][CH:10]=[CH:11][C:7]2=[C:6]([CH:12]2[CH2:17][CH2:16][CH2:15][CH2:14][N:13]2[CH2:18][CH2:19][C@H:20]2[CH2:25][CH2:24][C@H:23]([NH2:26])[CH2:22][CH2:21]2)[CH:5]=[CH:4]1.[CH3:27][O:28][CH2:29][CH2:30][C:31](O)=[O:32]>>[O:3]1[C:8]2=[CH:9][CH:10]=[CH:11][C:7]2=[C:6]([CH:12]2[CH2:17][CH2:16][CH2:15][CH2:14][N:13]2[CH2:18][CH2:19][C@H:20]2[CH2:21][CH2:22][C@H:23]([NH:26][C:31](=[O:32])[CH2:30][CH2:29][O:28][CH3:27])[CH2:24][CH2:25]2)[CH:5]=[CH:4]1 |f:0.1.2|.